Dataset: the Open Reaction Database (ORD), a public repository of structured organic reaction records. Task: describe an organic reaction: reactants, conditions, products, and yield The reactants are BrN1C(CCC1=O)=O (N-bromosuccinimide), COC(=O)C=1C=2C=CC=NC2C=CC1N (6-amino-quinoline-5-carboxylic acid methyl ester). The solvent is CN(C=O)C (N,N-dimethylformamide). Reaction conditions: time 4 hour. Product: COC(=O)C=1C=2C=CC=NC2C=C(C1N)Br (6-amino-7-bromo-quinoline-5-carboxylic acid methyl ester). Isolated yield 31.8%. Reaction SMILES: [CH3:1][O:2][C:3]([C:5]1[C:6]2[CH:7]=[CH:8][CH:9]=[N:10][C:11]=2[CH:12]=[CH:13][C:14]=1[NH2:15])=[O:4].[Br:16]N1C(=O)CCC1=O>CN(C)C=O>[CH3:1][O:2][C:3]([C:5]1[C:6]2[CH:7]=[CH:8][CH:9]=[N:10][C:11]=2[CH:12]=[C:13]([Br:16])[C:14]=1[NH2:15])=[O:4]. Reported procedure: To a mixture of 6.6 g (32.6 mmol) of 6-amino-quinoline-5-carboxylic acid methyl ester, prepared as in step b in example 45, in 50 mL of N,N-dimethylformamide is added 5.80 g (17.78 mmol) of N-bromosuccinimide. The reaction is stirred at ambient temperature for 4 hours. The solvent is then evaporated and the residue is submitted to column chromatography purification on silica gel with ethyl acetate as eluent to afford 1.59 g (17%) of the product as a yellow solid; LC/MS:281/283 (M+H)+.